This data is from the Open Reaction Database (ORD), a public repository of structured organic reaction records. The task is: describe an organic reaction: reactants, conditions, products, and yield The reactants are O=C([O-])[O-], CN(C)CCCl, CN(C)C=O, CC(C)OC(C)C, [K+], [K+], O, O=Cc1ccc(O)cc1. Yields the product CN(C)CCOc1ccc(C=O)cc1. As a reaction SMILES: [C:10](=[O:11])([O-:12])[O-:13].[CH3:16][N:17]([CH2:18][CH2:19][Cl:20])[CH3:21].[CH3:29][N:30]([CH3:31])[CH:32]=[O:33].[CH:22]([O:23][CH:24]([CH3:25])[CH3:26])([CH3:27])[CH3:28].[K+:14].[K+:15].[OH2:34].[OH:1][c:2]1[cH:3][cH:4][c:5]([CH:6]=[O:7])[cH:8][cH:9]1>>[O:1]([c:2]1[cH:3][cH:4][c:5]([CH:6]=[O:7])[cH:8][cH:9]1)[CH2:19][CH2:18][N:17]([CH3:16])[CH3:21]. Starting materials: Cl.C[C@@]12CCC3=C([C@H]2CNC1)C=CC=C3\C=C/C (cis-3a-Methyl-6-((Z)-prop-1-enyl)-2,3,3a,4,5,9b-hexahydro-1H-benzo[e]isoindole hydrochloride), C(C)(=O)O (Acetic acid). RXN SMILES: [ClH:1].[CH3:2][C@@:3]12[CH2:11][NH:10][CH2:9][C@@H:8]1[C:7]1[CH:12]=[CH:13][CH:14]=[C:15](/[CH:16]=[CH:17]\[CH3:18])[C:6]=1[CH2:5][CH2:4]2.C(O)(=O)C>CCO.[Pd]>[ClH:1].[CH3:2][C@@:3]12[CH2:11][NH:10][CH2:9][C@@H:8]1[C:7]1[CH:12]=[CH:13][CH:14]=[C:15]([CH2:16][CH2:17][CH3:18])[C:6]=1[CH2:5][CH2:4]2 |f:0.1,5.6|. Conditions: time 72 hour. The reagents and catalysts are [Pd] (palladium), [Pd] (palladium). Yields the product Cl.C[C@@]12CCC3=C([C@H]2CNC1)C=CC=C3CCC (cis-3a-methyl-6-propyl-2,3,3a,4,5,9b-hexahydro-1H-benzo[e]isoindole hydrochloride). Yield: 28.9%. Procedure details: cis-3a-Methyl-6-((Z)-prop-1-enyl)-2,3,3a,4,5,9b-hexahydro-1H-benzo[e]isoindole hydrochloride (0.352 mmol, 80 mg) was dissolved in EtOH (2 ml) and palladium (5% on carbon) (0.035 mmol, 3.74 mg) was added. The resulting suspension was stirred under an atmosphere of hydrogen (balloon) for 72 h. Acetic acid (1 ml) and further palladium (5% on carbon) (0.035 mmol, 3.74 mg) was added and the reaction mixture left to stir for further 2 hours and then filtered through dicalite. The filtrate was concentr... The solvent is CCO (EtOH). The reactants are C(C)(=O)NC1=NC2=NC=CC(=C2C=C1)Cl (2-acetamido-5-chloro-1,8-naphthyridine), FC1=C(N)C=C(C(=C1)C)O (2-fluoro-5-hydroxy-4-methylaniline). The solvent is C(C)(C)O (isopropanol). Yields the product Cl.C(C)(=O)NC1=NC2=NC=CC(=C2C=C1)NC1=C(C=C(C(=C1)O)C)F (2-acetamido-5-(2-fluoro-5-hydroxy-4-methylanilino)-1,8-naphthyridine hydrochloride). Isolated yield 55.1%. As a reaction SMILES: [C:1]([NH:4][C:5]1[CH:14]=[CH:13][C:12]2[C:7](=[N:8][CH:9]=[CH:10][C:11]=2[Cl:15])[N:6]=1)(=[O:3])[CH3:2].[F:16][C:17]1[CH:23]=[C:22]([CH3:24])[C:21]([OH:25])=[CH:20][C:18]=1[NH2:19]>C(O)(C)C>[ClH:15].[C:1]([NH:4][C:5]1[CH:14]=[CH:13][C:12]2[C:7](=[N:8][CH:9]=[CH:10][C:11]=2[NH:19][C:18]2[CH:20]=[C:21]([OH:25])[C:22]([CH3:24])=[CH:23][C:17]=2[F:16])[N:6]=1)(=[O:3])[CH3:2] |f:3.4|. Reported procedure: A mixture of 2-acetamido-5-chloro-1,8-naphthyridine (357 mg, 1.6 mmol) and 2-fluoro-5-hydroxy-4-methylaniline (200 mg, 1.4 mmol), (prepared as described for the starting material in Example 1), in isopropanol (20 ml) was heated at reflux for 5 hours. The mixture was allowed to cool and the precipitate was collected by filtration, washed with acetone and dried to give 2-acetamido-5-(2-fluoro-5-hydroxy-4-methylanilino)-1,8-naphthyridine hydrochloride (280 mg, 61%). Starting materials: BrC=1N=C2C(=NC1)N(C=C2C(C(C)(C)C)=O)COCC[Si](C)(C)C (1-[2-Bromo-5-(2-trimethylsilanyl-ethoxymethyl)-5H-pyrrolo[2,3-b]pyrazin-7-yl]-2,2-dimethyl-propan-1-one), CNC(C1=CC=CC=C1)=O (N-Methyl-benzamide), C(=O)([O-])[O-].[K+].[K+] (K2CO3), CNCCNC (N,N′-Dimethyl-ethane-1,2-diamine). Reagents/catalysts: [Cu]I (CuI). Conditions: temperature 110 celsius. Product: CC(C(=O)C1=CNC2=NC=C(N=C21)N(C(C2=CC=CC=C2)=O)C)(C)C (N-[7-(2,2-Dimethyl-propionyl)-5H-pyrrolo[2,3-b]pyrazin-2-yl]-N-methyl-benzamide). The yield is 29.2%. Reaction SMILES: Br[C:2]1[N:3]=[C:4]2[C:10]([C:11](=[O:16])[C:12]([CH3:15])([CH3:14])[CH3:13])=[CH:9][N:8](COCC[Si](C)(C)C)[C:5]2=[N:6][CH:7]=1.[CH3:25][NH:26][C:27](=[O:34])[C:28]1[CH:33]=[CH:32][CH:31]=[CH:30][CH:29]=1.C([O-])([O-])=O.[K+].[K+].CNCCNC>[Cu]I>[CH3:15][C:12]([CH3:13])([CH3:14])[C:11]([C:10]1[C:4]2[C:5](=[N:6][CH:7]=[C:2]([N:26]([CH3:25])[C:27](=[O:34])[C:28]3[CH:33]=[CH:32][CH:31]=[CH:30][CH:29]=3)[N:3]=2)[NH:8][CH:9]=1)=[O:16] |f:2.3.4|. Procedure: A mixture of 1-[2-Bromo-5-(2-trimethylsilanyl-ethoxymethyl)-5H-pyrrolo[2,3-b]pyrazin-7-yl]-2,2-dimethyl-propan-1-one (0.25 g, 0.61 mmol), N-Methyl-benzamide (0.243 g, 1.8 mmol), K2CO3 (0.185 g, 1.34 mmol), CuI (0.0175 g, 0.092 mmol) and N,N′-Dimethyl-ethane-1,2-diamine (0.02 mL, 0.184 mmol) in tolene was heated under an argon atmosphere in a microwave oven at 110° C. overnight. After cooling to room temperature, the reaction mixture was purified by flash column chromatography on silica gel with ... The reactants are O=C1OCCC1Br, O=C([O-])[O-], CC(C)=O, [Cs+], [Cs+], OCCCS. Yields the product O=C1OCCC1SCCCO. Reaction SMILES: [Br:12][CH:13]1[C:14](=[O:18])[O:15][CH2:16][CH2:17]1.[C:6](=[O:7])([O-:8])[O-:9].[CH3:19][C:20](=[O:21])[CH3:22].[Cs+:10].[Cs+:11].[SH:1][CH2:2][CH2:3][CH2:4][OH:5]>>[S:1]([CH2:2][CH2:3][CH2:4][OH:5])[CH:13]1[C:14](=[O:18])[O:15][CH2:16][CH2:17]1.